This data is from the Open Reaction Database (ORD), a public repository of structured organic reaction records. The task is: describe an organic reaction: reactants, conditions, products, and yield The reactants are Cl.C(C)OCC (hydrochloric acid ethyl ether), C1OC=2C=C(CCN3C[C@@H](CC3)N3C4=C(OCC5=C3C=CC=C5)C=CC=C4)C=CC2O1 ((R)-5,11-dihydro-5-[1-(3,4-methylenedioxyphenethyl) pyrrolidine-3-yl]dibenzo[b,e][1,4]oxazepine). Solvent: ClCCl (dichloromethane). Reaction conditions: time 1 hour. The product is Cl.C1OC=2C=C(CCN3C[C@@H](CC3)N3C4=C(OCC5=C3C=CC=C5)C=CC=C4)C=CC2O1 ((R)-5,11-Dihydro-5-[1-(3,4-methylenedioxyphenethyl)pyrrolidine-3-yl]dibenzo[b,e][1,4]oxazepine Hydrochloride), solid. Yield: 91.0%. As a reaction SMILES: [ClH:1].C(OCC)C.[CH2:7]1[O:37][C:36]2[CH:35]=[CH:34][C:11]([CH2:12][CH2:13][N:14]3[CH2:18][CH2:17][C@@H:16]([N:19]4[C:25]5[CH:26]=[CH:27][CH:28]=[CH:29][C:24]=5[CH2:23][O:22][C:21]5[CH:30]=[CH:31][CH:32]=[CH:33][C:20]4=5)[CH2:15]3)=[CH:10][C:9]=2[O:8]1>ClCCl>[ClH:1].[CH2:7]1[O:37][C:36]2[CH:35]=[CH:34][C:11]([CH2:12][CH2:13][N:14]3[CH2:18][CH2:17][C@@H:16]([N:19]4[C:25]5[CH:26]=[CH:27][CH:28]=[CH:29][C:24]=5[CH2:23][O:22][C:21]5[CH:30]=[CH:31][CH:32]=[CH:33][C:20]4=5)[CH2:15]3)=[CH:10][C:9]=2[O:8]1 |f:0.1,4.5|. Reported procedure: 3.0 ml of 2 M hydrochloric acid/ethyl ether was added to a solution of (R)-5,11-dihydro-5-[1-(3,4-methylenedioxyphenethyl) pyrrolidine-3-yl]dibenzo[b,e][1,4]oxazepine (63 mg, 0.15 mmol) in dichloromethane, and they were stirred for 1 hour. The solvent was evaporated under reduced pressure to obtain the title compound in the form of a white solid (62 mg, 91%).